Dataset: the Open Reaction Database (ORD), a public repository of structured organic reaction records. Task: describe an organic reaction: reactants, conditions, products, and yield Starting materials: [Cl-].C(C)OC(C1=CC(C(=O)O)=CC=C1)=O (isophthalic acid monoethyl ester monochloride), COC1=C(C=CC=C1)CCC(=O)OCC (ethyl 2-methoxybenzene propanoate), [Cl-].[Al+3].[Cl-].[Cl-] (aluminum chloride). The solvent is ClCCl (dichloromethane). The product is C(C)OC(=O)C=1C=C(C(=O)C=2C=CC(=C(C2)CCC(=O)OCC)OC)C=CC1 (5-[3-(Ethoxycarbonyl)benzoyl]-2-methoxybenzenepropanoic acid, ethyl ester). Yield: 104.6%. Reaction SMILES: [Cl-].[CH2:2]([O:4][C:5](=[O:15])[C:6]1[CH:14]=[CH:13][CH:12]=[C:8]([C:9]([OH:11])=O)[CH:7]=1)[CH3:3].[CH3:16][O:17][C:18]1[CH:23]=[CH:22][CH:21]=[CH:20][C:19]=1[CH2:24][CH2:25][C:26]([O:28][CH2:29][CH3:30])=[O:27].[Cl-].[Al+3].[Cl-].[Cl-]>ClCCl>[CH2:2]([O:4][C:5]([C:6]1[CH:7]=[C:8]([CH:12]=[CH:13][CH:14]=1)[C:9]([C:21]1[CH:22]=[CH:23][C:18]([O:17][CH3:16])=[C:19]([CH2:24][CH2:25][C:26]([O:28][CH2:29][CH3:30])=[O:27])[CH:20]=1)=[O:11])=[O:15])[CH3:3] |f:0.1,3.4.5.6|. Reported procedure: Following the procedure of Example 1, 30.6 g of isophthalic acid monoethyl ester monochloride and 30 g of ethyl 2-methoxybenzene propanoate were treated with 57 g of aluminum chloride in dichloromethane to provide 53.6 g of the desired title product, as an oil. Starting materials: CC(C)(C)C(=O)OCOc1ccc2c(c1)C13CCCCC1C(C2)N(C(=O)OCc1ccccc1)CC3, CCO. Yields the product CC(C)(C)C(=O)OCOc1ccc2c(c1)C13CCCCC1C(C2)NCC3. As a reaction SMILES: [C:1]([C:2]([CH3:3])([CH3:4])[CH3:5])(=[O:6])[O:7][CH2:8][O:9][c:10]1[cH:11][cH:12][c:13]2[c:22]([cH:23]1)[C:21]13[CH:16]([CH:15]([CH2:14]2)[N:26]([C:27]([O:28][CH2:29][c:30]2[cH:31][cH:32][cH:33][cH:34][cH:35]2)=[O:36])[CH2:25][CH2:24]1)[CH2:17][CH2:18][CH2:19][CH2:20]3.[CH3:37][CH2:38][OH:39]>>[C:1]([C:2]([CH3:3])([CH3:4])[CH3:5])(=[O:6])[O:7][CH2:8][O:9][c:10]1[cH:11][cH:12][c:13]2[c:22]([cH:23]1)[C:21]13[CH:16]([CH:15]([CH2:14]2)[NH:26][CH2:25][CH2:24]1)[CH2:17][CH2:18][CH2:19][CH2:20]3. Starting materials: OCCCCCCCl, O, Cc1ccc(S(=O)(=O)Cl)cc1, c1ccncc1. Product: Cc1ccc(S(=O)(=O)OCCCCCCCl)cc1. Reaction SMILES: [Cl:1][CH2:2][CH2:3][CH2:4][CH2:5][CH2:6][CH2:7][OH:8].[OH2:20].[c:9]1([CH3:19])[cH:10][cH:11][c:12]([S:15](=[O:16])(=[O:17])[Cl:18])[cH:13][cH:14]1.[cH:21]1[cH:22][cH:23][n:24][cH:25][cH:26]1>>[Cl:1][CH2:2][CH2:3][CH2:4][CH2:5][CH2:6][CH2:7][O:8][S:15]([c:12]1[cH:11][cH:10][c:9]([CH3:19])[cH:14][cH:13]1)(=[O:16])=[O:17]. Reactants: CCO (EtOH), [OH-].[K+] (KOH), ClC1=C(C=C2C=3CCCC(C3N(C2=C1)S(=O)(=O)C1=CC=C(C)C=C1)(O[Si](C)(C)C)C(F)(F)F)F (7-Chloro-6-fluoro-9-tosyl-1-(trifluoromethyl)-1-(trimethylsilyloxy)-2,3,4,9-tetrahydro-1H-carbazole). Solvent: O (H2O), C1CCOC1 (THF), O (water). Run at time 30 minute. Yields the product ClC1=C(C=C2C=3CCCC(C3NC2=C1)(O)C(F)(F)F)F (7-Chloro-6-fluoro-1-(trifluoromethyl)-2,3,4,9-tetrahydro-1H-carbazol-1-ol). The yield is 44.3%. Reaction SMILES: [Cl:1][C:2]1[CH:14]=[C:13]2[C:5]([C:6]3[CH2:7][CH2:8][CH2:9][C:10]([C:30]([F:33])([F:32])[F:31])([O:25][Si](C)(C)C)[C:11]=3[N:12]2S(C2C=CC(C)=CC=2)(=O)=O)=[CH:4][C:3]=1[F:34].[OH-].[K+].CCO>C1COCC1.O>[Cl:1][C:2]1[CH:14]=[C:13]2[C:5]([C:6]3[CH2:7][CH2:8][CH2:9][C:10]([C:30]([F:33])([F:31])[F:32])([OH:25])[C:11]=3[NH:12]2)=[CH:4][C:3]=1[F:34] |f:1.2|. Procedure: 7-Chloro-6-fluoro-9-tosyl-1-(trifluoromethyl)-1-(trimethylsilyloxy)-2,3,4,9-tetrahydro-1H-carbazole (0.12 g, 0.22 mmol) was dissolved in THF (5 mL) and KOH (0.064 g, 1.0 mmol), in H2O (2 mL), was added. The reaction mixture was stirred at room temperature for 30 min., followed by the addition of EtOH (2 mL) and then heated to 60° C. for 8 h, diluted with water (10 mL) and extracted with EtOAc (2×10 mL). The combined organic extracts were dried over Na2SO4 and concentrated under reduced pressure ... Reactants: O=C([O-])O, CO, CCOC(C)=O, COC(=O)c1cc(OC)c([N+](=O)[O-])cc1NC(C)=O, [K+], O, O=S(=O)(O)O. Product: COC(=O)c1cc(OC)c([N+](=O)[O-])cc1N. Reaction SMILES: [C:27](=[O:28])([OH:29])[O-:30].[CH3:25][OH:26].[CH3:32][CH2:33][O:34][C:35](=[O:36])[CH3:37].[CH3:6][O:7][C:8]([c:9]1[c:10]([NH:20][C:21](=[O:22])[CH3:23])[cH:11][c:12]([N+:17](=[O:18])[O-:19])[c:13]([O:15][CH3:16])[cH:14]1)=[O:24].[K+:31].[OH2:38].[S:1](=[O:2])(=[O:3])([OH:4])[OH:5]>>[CH3:6][O:7][C:8]([c:9]1[c:10]([NH2:20])[cH:11][c:12]([N+:17](=[O:18])[O-:19])[c:13]([O:15][CH3:16])[cH:14]1)=[O:24]. Starting materials: ClC1=CC=C2C(=C1)N(CC21CCNCC1)C1=C(C=CC=C1)[N+](=O)[O-] (6-chloro-1-(2-nitrophenyl)spiro[indoline-3,4'-piperidine]), ClC1=CC=C2C(=C1)N(CC21CCN(CC1)/C(=C/C(=O)[O-])/C(=O)[O-])C1=C(C=CC=C1)[N+](=O)[O-] (6-chloro-1-(2-nitrophenyl)spiro[indoline-3,4'-piperidine]maleate), C(C)O (ethyl alcohol), Cl (hydrochloric acid). The reagents and catalysts are [Fe] (iron). Solvent: O (water). The product is Cl.Cl.NC1=C(C=CC=C1)N1CC2(CCNCC2)C2=CC=C(C=C12)Cl (1-(2-aminophenyl)-6-chlorospiro[indoline-3,4'-piperidine] dihydrochloride). RXN SMILES: [Cl:1][C:2]1[CH:7]=[C:6]2[N:8]([C:16]3[CH:21]=[CH:20][CH:19]=[CH:18][C:17]=3[N+:22]([O-])=O)[CH2:9][C:10]3([CH2:15][CH2:14][NH:13][CH2:12][CH2:11]3)[C:5]2=[CH:4][CH:3]=1.[Cl:25]C1C=C2N(C3C=CC=CC=3[N+]([O-])=O)CC3(CCN(/C(/C([O-])=O)=C/C([O-])=O)CC3)C2=CC=1.C(O)C.Cl>[Fe].O>[ClH:1].[ClH:25].[NH2:22][C:17]1[CH:18]=[CH:19][CH:20]=[CH:21][C:16]=1[N:8]1[C:6]2[C:5](=[CH:4][CH:3]=[C:2]([Cl:1])[CH:7]=2)[C:10]2([CH2:15][CH2:14][NH:13][CH2:12][CH2:11]2)[CH2:9]1 |f:6.7.8|. Procedure: A mixture of 2.1 g of 6-chloro-1-(2-nitrophenyl)spiro[indoline-3,4'-piperidine], free base of Example 33, 95 ml of 95% ethyl alcohol, 7.5 ml of water and 4.4 g of iron powder is acidified with 0.2 ml of concentrated hydrochloric acid and then refluxed under nitrogen for 10 minutes. Thereafter, the mixture is permitted to cool before being filtered through celite. The filtrate is concentrated under vacuum leaving an oily residue which is basified. The alkaline mixture is extracted with ether and ... Reactants: Cl.NC=1C=C(C=CC1)NC(C1=CC(=CC=C1)[N+](=O)[O-])=O (N-(3-aminophenyl)-3-nitrobenzamide hydrochloride), ClC1=NC=C(C(=N1)Cl)Cl (2,4,5-trichloropyrimidine), C([O-])([O-])=O.[K+].[K+] (potassium carbonate). Run in CN(C)C=O (DMF). Run at time 8 hour. Yields the product ClC1=NC=C(C(=N1)NC=1C=C(C=CC1)NC(C1=CC(=CC=C1)[N+](=O)[O-])=O)Cl (N-{3-[(2,5-Dichloropyrimidin-4-yl)amino]phenyl}-3-nitrobenzamide). Yield: 131.9%. As a reaction SMILES: Cl.[NH2:2][C:3]1[CH:4]=[C:5]([NH:9][C:10](=[O:20])[C:11]2[CH:16]=[CH:15][CH:14]=[C:13]([N+:17]([O-:19])=[O:18])[CH:12]=2)[CH:6]=[CH:7][CH:8]=1.[Cl:21][C:22]1[N:27]=[C:26](Cl)[C:25]([Cl:29])=[CH:24][N:23]=1.C(=O)([O-])[O-].[K+].[K+]>CN(C=O)C>[Cl:21][C:22]1[N:27]=[C:26]([NH:2][C:3]2[CH:4]=[C:5]([NH:9][C:10](=[O:20])[C:11]3[CH:16]=[CH:15][CH:14]=[C:13]([N+:17]([O-:19])=[O:18])[CH:12]=3)[CH:6]=[CH:7][CH:8]=2)[C:25]([Cl:29])=[CH:24][N:23]=1 |f:0.1,3.4.5|. Procedure: To a solution of N-(3-aminophenyl)-3-nitrobenzamide hydrochloride (0.200 g, 0.681 mmol) and 2,4,5-trichloropyrimidine (0.071 mL, 0.619 mmol) in DMF (1.6 mL) was added potassium carbonate (0.30 g, 2.2 mmol). The resulting mixture was stirred overnight at room temperature. The reaction was quenched with sat'd NH4Cl and water. EtOAc was added and the layers separated. The aqueous layer was extracted with EtOAc twice. The combined organics were washed with water, dried, filtered and concentrated to ... Starting materials: Br[O-].[Na+] (sodium hypobromite), CNC (dimethylamine), BrBr (bromine), [OH-].[Na+] (sodium hydroxide), C(C)(C)C1=C(C=CC=C1)O (ortho-isopropylphenol). Run in O (water), C(Cl)Cl (methylene chloride), O (water), C(Cl)Cl (methylene chloride). Run at time 10 minute. Yields the product BrC1=C(C(=CC=C1)C(C)C)O (2-Bromo-6-isopropylphenol). Reaction SMILES: [Br:1]Br.[OH-].[Na+].Br[O-].[Na+].CNC.[CH:11]([C:14]1[CH:19]=[CH:18][CH:17]=[CH:16][C:15]=1[OH:20])([CH3:13])[CH3:12]>O.C(Cl)Cl>[Br:1][C:16]1[CH:17]=[CH:18][CH:19]=[C:14]([CH:11]([CH3:13])[CH3:12])[C:15]=1[OH:20] |f:1.2,3.4|. Procedure: 198.1 ml (3.85 mol) of bromine were added dropwise at -5° to 0° to a solution of 470 g of sodium hydroxide in 2 l of water. The mixture was stirred at this temperature for a further 10 min. The resulting sodium hypobromite solution was added dropwise at -5° to 0° C. to a solution of 464 g of a 40% strength aqueous dimethylamine solution (4.11 mol) in 50 ml of water. The mixture was stirred for a further 30 min, then the organic phase was separated off and the aqueous phase was extracted twice us... Starting materials: C(C)(=O)Cl (acetyl chloride), BrC1=C(C(=C(C=C1)Cl)OC)Cl (1-bromo-2,4-dichloro-3-methoxybenzene), C(C)(C)OB(OC(C)C)OC(C)C (triisopropylborate), C(CCC)[Li] (n-butyl lithium). Solvent: C(C)OCC (diethyl ether). Yields the product ClC1=C(C=CC(=C1OC)Cl)B(O)O (2,4-dichloro-3-methoxyphenylboronic acid). Isolated yield 74.0%. Reaction SMILES: Br[C:2]1[CH:7]=[CH:6][C:5]([Cl:8])=[C:4]([O:9][CH3:10])[C:3]=1[Cl:11].C([Li])CCC.C([O:20][B:21](OC(C)C)[O:22]C(C)C)(C)C.C(Cl)(=O)C>C(OCC)C>[Cl:11][C:3]1[C:4]([O:9][CH3:10])=[C:5]([Cl:8])[CH:6]=[CH:7][C:2]=1[B:21]([OH:22])[OH:20]. Procedure details: To a solution of 1-bromo-2,4-dichloro-3-methoxybenzene (5.12 g, 20 mmol) in diethyl ether cooled to −70° C. was added 2.5M n-butyl lithium (8.8 mL, 22 mmol) in portions keeping the temperature below −60° C. The resulting reaction mixture was then stirred for 10 minutes before triisopropylborate (6.9 mL, 30 mmol) was added in portions keeping the temperature below −60° C. The reaction mixture was then allowed to warm to room temperature and acetyl chloride (60 mmol) was added. The reaction mixtur... Product: CCOC(=O)c1ccc(-c2nc(COc3ccc(COc4nn(-c5ccccc5)cc4C=CP(=O)(OCC)OCC)cc3OC)c(C)o2)o1. The reactants are CCOP(=O)(CP(=O)(OCC)OCC)OCC, CN(C)C=O, CCOC(=O)c1ccc(-c2nc(COc3ccc(COc4nn(-c5ccccc5)cc4C=O)cc3OC)c(C)o2)o1, [H-], [Na+], O. As a reaction SMILES: [CH2:42]([P:43](=[O:44])([O:45][CH2:46][CH3:47])[O:48][CH2:49][CH3:50])[P:51]([O:52][CH2:53][CH3:54])([O:55][CH2:56][CH3:57])=[O:58].[CH3:59][N:60]([CH3:61])[CH:62]=[O:63].[CH:1](=[O:2])[c:3]1[c:4]([O:14][CH2:15][c:16]2[cH:17][c:18]([O:40][CH3:41])[c:19]([O:20][CH2:21][c:22]3[n:23][c:24](-[c:28]4[cH:29][cH:30][c:31]([C:33](=[O:34])[O:35][CH2:36][CH3:37])[o:32]4)[o:25][c:26]3[CH3:27])[cH:38][cH:39]2)[n:5][n:6](-[c:8]2[cH:9][cH:10][cH:11][cH:12][cH:13]2)[cH:7]1.[H-:64].[Na+:65].[OH2:66]>>[CH:1]([c:3]1[c:4]([O:14][CH2:15][c:16]2[cH:17][c:18]([O:40][CH3:41])[c:19]([O:20][CH2:21][c:22]3[n:23][c:24](-[c:28]4[cH:29][cH:30][c:31]([C:33](=[O:34])[O:35][CH2:36][CH3:37])[o:32]4)[o:25][c:26]3[CH3:27])[cH:38][cH:39]2)[n:5][n:6](-[c:8]2[cH:9][cH:10][cH:11][cH:12][cH:13]2)[cH:7]1)=[CH:42][P:51]([O:52][CH2:53][CH3:54])([O:55][CH2:56][CH3:57])=[O:58].